From a dataset of the Open Reaction Database (ORD), a public repository of structured organic reaction records. describe an organic reaction: reactants, conditions, products, and yield Starting materials: COc1cc(C=CC(=O)O)ccc1-n1cnc(C)c1, CCOC(C)=O, NN1CCCC(c2ccc(F)cc2Br)C1=O, CN(C)C=O, O. Yields the product COc1cc(C=CC(=O)NN2CCCC(c3ccc(F)cc3Br)C2=O)ccc1-n1cnc(C)c1. As a reaction SMILES: [CH3:1][O:2][c:3]1[cH:4][c:5]([CH:15]=[CH:16][C:17](=[O:18])[OH:19])[cH:6][cH:7][c:8]1-[n:9]1[cH:10][n:11][c:12]([CH3:14])[cH:13]1.[CH3:37][CH2:38][O:39][C:40](=[O:41])[CH3:42].[NH2:20][N:21]1[C:22](=[O:35])[CH:23]([c:27]2[c:28]([Br:34])[cH:29][c:30]([F:33])[cH:31][cH:32]2)[CH2:24][CH2:25][CH2:26]1.[O:43]=[CH:44][N:45]([CH3:46])[CH3:47].[OH2:36]>>[CH3:1][O:2][c:3]1[cH:4][c:5]([CH:15]=[CH:16][C:17](=[O:19])[NH:20][N:21]2[C:22](=[O:35])[CH:23]([c:27]3[c:28]([Br:34])[cH:29][c:30]([F:33])[cH:31][cH:32]3)[CH2:24][CH2:25][CH2:26]2)[cH:6][cH:7][c:8]1-[n:9]1[cH:10][n:11][c:12]([CH3:14])[cH:13]1. Reactants: CI (methyl iodide), [H-].[Na+] (NaH), FC=1C=C(C=C(C1)[N+](=O)[O-])NC=1C=NC=NC1 (N-(3-fluoro-5-nitrophenyl)pyrimidin-5-amine). Run in CCOC(=O)C (EtOAc), C1CCOC1 (THF), C1CCOC1 (THF). Run at temperature 0 celsius, time 8 hour. The product is FC=1C=C(C=C(C1)[N+](=O)[O-])N(C=1C=NC=NC1)C (N-(3-fluoro-5-nitrophenyl)-N-methylpyrimidin-5-amine). The yield is 30.8%. RXN SMILES: [H-].[Na+].[F:3][C:4]1[CH:5]=[C:6]([NH:13][C:14]2[CH:15]=[N:16][CH:17]=[N:18][CH:19]=2)[CH:7]=[C:8]([N+:10]([O-:12])=[O:11])[CH:9]=1.[CH3:20]I>C1COCC1.CCOC(C)=O>[F:3][C:4]1[CH:5]=[C:6]([N:13]([CH3:20])[C:14]2[CH:19]=[N:18][CH:17]=[N:16][CH:15]=2)[CH:7]=[C:8]([N+:10]([O-:12])=[O:11])[CH:9]=1 |f:0.1|. Reported procedure: NaH (4.5 mg, 0.18 mmol, 1.1 eq) was added to a flame-dried round-bottom flask and anhydrous THF (0.4 mL) was added. The slurry was cooled to 0° C. and compound 30 (40 mg, 0.17 mmol, 1.0 eq) was added as a solution in THF (0.4 mL). After stirring at 0° C. for 30 minutes methyl iodide (12 μL, 0.18 mmol, 1.1 eq) was added and the reaction was allowed to warm to room temperature while stirring overnight. The reaction was diluted with EtOAc and washed with water (1×). The aqueous layer was back extra... Starting materials: C(C)NCC (diethylamine), CC1=CC=C(C=C1)S(=O)(=O)OC[C@@H]1OC1 ((2R)oxiran-2-ylmethyl 4-methyl-1-benzenesulfonate), C([O-])([O-])=O.[K+].[K+] (potassium carbonate), ClC=1C=C(OC2=CC=NC3=CC(=C(C=C23)C(=O)N)O)C=CC1NC(=O)NC1CC1 (4-(3-chloro-4-(((cyclopropylamino)carbonyl)amino)phenoxy)-7-hydroxy-6-quinolinecarboxamide). The solvent is O (water), CN(C=O)C (dimethylformamide), C(C)(=O)OCC (ethyl acetate). Reaction conditions: temperature 60 celsius, time 6 hour. The product is ClC=1C=C(OC2=CC=NC3=CC(=C(C=C23)C(=O)N)OC[C@@H](CN(CC)CC)O)C=CC1NC(=O)NC1CC1 (4-(3-Chloro-4-(((cyclopropylamino)carbonyl)amino)phenoxy)-7-((2R)-3-diethylamino-2-hydroxypropoxy)-6-quinolinecarboxamide). Yield: 36.3%. As a reaction SMILES: CC1C=CC(S(O[CH2:12][C@H:13]2[CH2:15][O:14]2)(=O)=O)=CC=1.C(=O)([O-])[O-].[K+].[K+].[Cl:22][C:23]1[CH:24]=[C:25]([CH:41]=[CH:42][C:43]=1[NH:44][C:45]([NH:47][CH:48]1[CH2:50][CH2:49]1)=[O:46])[O:26][C:27]1[C:36]2[C:31](=[CH:32][C:33]([OH:40])=[C:34]([C:37]([NH2:39])=[O:38])[CH:35]=2)[N:30]=[CH:29][CH:28]=1.[CH2:51]([NH:53][CH2:54][CH3:55])[CH3:52]>O.C(OCC)(=O)C.CN(C)C=O>[Cl:22][C:23]1[CH:24]=[C:25]([CH:41]=[CH:42][C:43]=1[NH:44][C:45]([NH:47][CH:48]1[CH2:50][CH2:49]1)=[O:46])[O:26][C:27]1[C:36]2[C:31](=[CH:32][C:33]([O:40][CH2:15][C@H:13]([OH:14])[CH2:12][N:53]([CH2:54][CH3:55])[CH2:51][CH3:52])=[C:34]([C:37]([NH2:39])=[O:38])[CH:35]=2)[N:30]=[CH:29][CH:28]=1 |f:1.2.3|. Procedure: After adding (2R)oxiran-2-ylmethyl 4-methyl-1-benzenesulfonate (308 mg, 1.35 mmol), potassium carbonate (149 mg, 1.08 mmol) and dimethylformamide (9 ml) to 4-(3-chloro-4-(((cyclopropylamino)carbonyl)amino)phenoxy)-7-hydroxy-6-quinolinecarboxamide (372.0 mg, 0.90 mmol), the mixture was stirred at 60° C. for 6 hours. Next, diethylamine (2 ml) was added and the mixture was further stirred overnight at 50° C. The reaction solution was distributed between ethyl acetate and water, and the organic laye... Reactants: CC(C)(C)[Si](C)(C)Cl, CN(C)C=O, [H-], c1cnc2c(c1)CCN2, [Na+]. Product: CC(C)(C)[Si](C)(C)N1CCc2cccnc21. As a reaction SMILES: [C:12]([CH3:13])([CH3:14])([CH3:15])[Si:16]([CH3:17])([CH3:18])[Cl:19].[CH3:20][N:21]([CH3:22])[CH:23]=[O:24].[H-:10].[NH:1]1[CH2:2][CH2:3][c:4]2[c:5]1[n:6][cH:7][cH:8][cH:9]2.[Na+:11]>>[N:1]1([Si:16]([C:12]([CH3:13])([CH3:14])[CH3:15])([CH3:17])[CH3:18])[CH2:2][CH2:3][c:4]2[c:5]1[n:6][cH:7][cH:8][cH:9]2.